Dataset: the Open Reaction Database (ORD), a public repository of structured organic reaction records. Task: describe an organic reaction: reactants, conditions, products, and yield The reactants are C(C1=CC=CC=C1)OC1=CC=C(C=C1)[C@@H]1[C@@H](CN(CC1)C(=O)OC(C)(C)C)F (cis-tert-butyl 4-(4-(benzyloxy)phenyl)-3-fluoropiperidine-1-carboxylate), C(=O)(C(F)(F)F)O (TFA). The solvent is C(Cl)Cl (CH2Cl2). Reaction conditions: time 2 hour. Yields the product C(C1=CC=CC=C1)OC1=CC=C(C=C1)[C@@H]1[C@@H](CNCC1)F (cis-4-(4-(benzyloxy)phenyl)-3-fluoropiperidine). Isolated yield 91.3%. As a reaction SMILES: [CH2:1]([O:8][C:9]1[CH:14]=[CH:13][C:12]([C@H:15]2[CH2:20][CH2:19][N:18](C(OC(C)(C)C)=O)[CH2:17][C@H:16]2[F:28])=[CH:11][CH:10]=1)[C:2]1[CH:7]=[CH:6][CH:5]=[CH:4][CH:3]=1.C(O)(C(F)(F)F)=O>C(Cl)Cl>[CH2:1]([O:8][C:9]1[CH:14]=[CH:13][C:12]([C@H:15]2[CH2:20][CH2:19][NH:18][CH2:17][C@H:16]2[F:28])=[CH:11][CH:10]=1)[C:2]1[CH:3]=[CH:4][CH:5]=[CH:6][CH:7]=1. Procedure: To a solution of cis-tert-butyl 4-(4-(benzyloxy)phenyl)-3-fluoropiperidine-1-carboxylate (400 mg, 1.04 mmol) in CH2Cl2 (4 mL) was dropwise added TFA (1 mL, 13 mmol) at rt. The mixture was stirred at rt for 2 h and then concentrated. To the residue was added 50 mL of saturated aqueous sodium bicarbonate and the mixture was extracted with 3×60 mL of CH2Cl2. The organic layer was dried over Na2SO4, filtered, and concentrated to dryness to yield 270 mg cis-4-(4-(benzyloxy)phenyl)-3-fluoropiperidine ... Starting materials: C(C=1C(C(=O)Cl)=CC=CC1)(=O)Cl (Phthaloyl dichloride), [OH-].[Na+] (sodium hydroxide), CC(CSC)(C)N (2-methyl-1-methylthio-2-propanamine), C(O)([O-])=O.[Na+] (sodium hydrogencarbonate), S(=O)([O-])[O-].[Na+].[Na+] (sodium sulfite), C1(C2=CC(C(N1)=O)=CC=C2)=O (isophthalimide), ClC1=C(N)C=CC(=C1Cl)Cl (2,3,4-trichloroaniline), OO (hydrogen peroxide). The reagents and catalysts are O.C1(=CC=C(C=C1)S(=O)(=O)O)C (p-toluenesulfonic acid monohydrate). Solvent: C(Cl)(Cl)Cl (chloroform), C(=O)O (formic acid), CCCCCCC (Heptane), C(Cl)(Cl)Cl (chloroform). Run at temperature 20 celsius, time 30 minute. Yields the product CC(CS(=O)C)(C)NC(=O)C=1C(=CC=CC1)C(=O)NC1=C(C(=C(C=C1)Cl)Cl)Cl (N2-[1,1-dimethyl-2-(methyl-sulfinyl)ethyl]-N1-(2,3,4-trichlorophenyl)-1,2-benzenedicarboxamide). Isolated yield 89.0%. Reaction SMILES: [C:1](Cl)(=[O:11])[C:2]1[C:3](=[CH:7][CH:8]=[CH:9][CH:10]=1)[C:4](Cl)=[O:5].[OH-].[Na+].[CH3:15][C:16]([NH2:21])([CH3:20])[CH2:17][S:18][CH3:19].C1(=O)NC(=[O:28])C2=CC=CC1=C2.[Cl:33][C:34]1[C:40]([Cl:41])=[C:39]([Cl:42])[CH:38]=[CH:37][C:35]=1[NH2:36].OO.S([O-])([O-])=O.[Na+].[Na+].C(=O)([O-])O.[Na+]>O.C1(C)C=CC(S(O)(=O)=O)=CC=1.CCCCCCC.C(O)=O.C(Cl)(Cl)Cl>[CH3:15][C:16]([NH:21][C:1]([C:2]1[C:3]([C:4]([NH:36][C:35]2[CH:37]=[CH:38][C:39]([Cl:42])=[C:40]([Cl:41])[C:34]=2[Cl:33])=[O:5])=[CH:7][CH:8]=[CH:9][CH:10]=1)=[O:11])([CH3:20])[CH2:17][S:18]([CH3:19])=[O:28] |f:1.2,7.8.9,10.11,12.13|. Reported procedure: Phthaloyl dichloride (100.0 g) was added dropwise to a mixture of aqueous sodium hydroxide solution (40.39 g/300 mL), 2-methyl-1-methylthio-2-propanamine (61.66 g) and chloroform (300 mL) at 25° C. or lower. After completion of the dropwise addition, the resulting mixture was stirred at 20° C. for 30 minutes and the organic layer was separated to prepare a solution of N-[1,1-dimethyl-2-(methylthio)ethyl]isophthalimide in 1,2-dichloroethane. The previously prepared isophthalimide solution was add... The reactants are CCCCCCCCCCCCCCCCCCOc1cc(N(CC(=O)O)CC(=O)O)cc([N+](=O)[O-])c1, C1CCOC1, [H][H], CN(C)C=O. Yields the product CCCCCCCCCCCCCCCCCCOc1cc(N)cc(N(CC(=O)O)CC(=O)O)c1. As a reaction SMILES: [C:1](=[O:2])([OH:3])[CH2:4][N:5]([CH2:6][C:7](=[O:8])[OH:9])[c:10]1[cH:11][c:12]([N+:35]([O-:36])=[O:37])[cH:13][c:14]([O:16][CH2:17][CH2:18][CH2:19][CH2:20][CH2:21][CH2:22][CH2:23][CH2:24][CH2:25][CH2:26][CH2:27][CH2:28][CH2:29][CH2:30][CH2:31][CH2:32][CH2:33][CH3:34])[cH:15]1.[CH2:40]1[O:41][CH2:42][CH2:43][CH2:44]1.[H:38][H:39].[O:45]=[CH:46][N:47]([CH3:48])[CH3:49]>>[C:1](=[O:2])([OH:3])[CH2:4][N:5]([CH2:6][C:7](=[O:8])[OH:9])[c:10]1[cH:11][c:12]([NH2:35])[cH:13][c:14]([O:16][CH2:17][CH2:18][CH2:19][CH2:20][CH2:21][CH2:22][CH2:23][CH2:24][CH2:25][CH2:26][CH2:27][CH2:28][CH2:29][CH2:30][CH2:31][CH2:32][CH2:33][CH3:34])[cH:15]1. Reactants: O=C1OC2C(Br)C3CC1C2C3, CC(C)C[Al+]CC(C)C, Cc1ccccc1, [Cl-], [H-], [K], [Na+], [Na]. Product: OC1OC2C(Br)C3CC1C2C3. Reaction SMILES: [Br:11][CH:12]1[CH:13]2[CH2:14][CH:15]3[CH:16]1[O:17][C:18](=[O:21])[CH:19]3[CH2:20]2.[CH2:2]([Al+:3][CH2:4][CH:5]([CH3:6])[CH3:7])[CH:8]([CH3:9])[CH3:10].[CH3:26][c:27]1[cH:28][cH:29][cH:30][cH:31][cH:32]1.[Cl-:25].[H-:1].[K:22].[Na+:24].[Na:23]>>[Br:11][CH:12]1[CH:13]2[CH2:14][CH:15]3[CH:16]1[O:17][CH:18]([OH:21])[CH:19]3[CH2:20]2. Starting materials: C(C)OC(C1=CC=C(C=C1)N1C2CN(CC2C1)C(NCC1=C(C=C(C=C1)Cl)Cl)=O)=O (rac-4-[3-(2,4-Dichloro-benzylcarbamoyl)-3,6-diaza-bicyclo[3.2.0]hept-6-yl]-benzoic acid ethyl ester), [OH-].[Na+] (sodium hydroxide). Solvent: CO (methanol), O1CCCC1 (tetrahydrofuran). Reaction conditions: temperature 60 celsius. The product is ClC1=C(CNC(=O)N2CC3CN(C3C2)C2=CC=C(C(=O)O)C=C2)C=CC(=C1)Cl (rac-4-[3-(2,4-Dichloro-benzylcarbamoyl)-3,6-diaza-bicyclo[3.2.0]hept-6-yl]-benzoic acid). Yield: 58.0%. Reaction SMILES: C([O:3][C:4](=[O:30])[C:5]1[CH:10]=[CH:9][C:8]([N:11]2[CH2:17][CH:16]3[CH:12]2[CH2:13][N:14]([C:18](=[O:29])[NH:19][CH2:20][C:21]2[CH:26]=[CH:25][C:24]([Cl:27])=[CH:23][C:22]=2[Cl:28])[CH2:15]3)=[CH:7][CH:6]=1)C.[OH-].[Na+]>CO.O1CCCC1>[Cl:28][C:22]1[CH:23]=[C:24]([Cl:27])[CH:25]=[CH:26][C:21]=1[CH2:20][NH:19][C:18]([N:14]1[CH2:13][CH:12]2[CH:16]([CH2:17][N:11]2[C:8]2[CH:9]=[CH:10][C:5]([C:4]([OH:30])=[O:3])=[CH:6][CH:7]=2)[CH2:15]1)=[O:29] |f:1.2|. Procedure: To a solution of rac-4-[3-(2,4-Dichloro-benzylcarbamoyl)-3,6-diaza-bicyclo[3.2.0]hept-6-yl]-benzoic acid ethyl ester (55 mg, 123 μmol) in methanol (2 mL) and tetrahydrofuran (2 mL) was added aqueous sodium hydroxide (1 M, 2 mL) and the reaction mixture was heated to 60° C. for 1 h. The solvents were partly removed by concentration in vacuo, tetrahydrofuran (2 mL) was added and filtration afforded the title compound (30 mg, 58%) as a white solid. MS (EI) m/e: 420.2 (M+H)+. Starting materials: CCCC[N+](CCCC)(CCCC)CCCC, C1CCOC1, [F-], Cc1ccc(S(=O)(=O)OCCCCC#Cc2cncc(OCC3CCCN3C(=O)OC(C)(C)C)c2)cc1. Product: CC(C)(C)OC(=O)N1CCCC1COc1cncc(C#CCCCCF)c1. Reaction SMILES: [CH2:39]([N+:40]([CH2:41][CH2:42][CH2:43][CH3:44])([CH2:45][CH2:46][CH2:47][CH3:48])[CH2:49][CH2:50][CH2:51][CH3:52])[CH2:53][CH2:54][CH3:55].[CH2:56]1[O:57][CH2:58][CH2:59][CH2:60]1.[F-:38].[S:1]([O:2][CH2:12][CH2:13][CH2:14][CH2:15][C:16]#[C:17][c:18]1[cH:19][c:20]([O:24][CH2:25][CH:26]2[N:27]([C:31](=[O:32])[O:33][C:34]([CH3:35])([CH3:36])[CH3:37])[CH2:28][CH2:29][CH2:30]2)[cH:21][n:22][cH:23]1)([c:3]1[cH:4][cH:5][c:6]([CH3:7])[cH:8][cH:9]1)(=[O:10])=[O:11]>>[CH2:12]([CH2:13][CH2:14][CH2:15][C:16]#[C:17][c:18]1[cH:19][c:20]([O:24][CH2:25][CH:26]2[N:27]([C:31](=[O:32])[O:33][C:34]([CH3:35])([CH3:36])[CH3:37])[CH2:28][CH2:29][CH2:30]2)[cH:21][n:22][cH:23]1)[F:38]. The reactants are Clc1ccc(C#CCBr)cc1, O=C1NC(=O)C(Sc2ccc(F)cc2)S1, Fc1cc(F)cc(C#CCBr)c1. Product: O=C1NC(=O)C(CC#Cc2ccc(Cl)cc2)(Sc2ccc(F)cc2)S1. Reaction SMILES: [Cl:16][c:17]1[cH:18][cH:19][c:20]([C:23]#[C:24][CH2:25][Br:26])[cH:21][cH:22]1.[F:1][c:2]1[cH:3][cH:4][c:5]([S:8][CH:9]2[C:10](=[O:15])[NH:11][C:12](=[O:14])[S:13]2)[cH:6][cH:7]1.[F:27][c:28]1[cH:29][c:30]([C:31]#[C:32][CH2:33][Br:34])[cH:35][c:36]([F:37])[cH:38]1>>[F:1][c:2]1[cH:3][cH:4][c:5]([S:8][C:9]2([CH2:25][C:24]#[C:23][c:20]3[cH:19][cH:18][c:17]([Cl:16])[cH:22][cH:21]3)[C:10](=[O:15])[NH:11][C:12](=[O:14])[S:13]2)[cH:6][cH:7]1.